From a dataset of the Open Reaction Database (ORD), a public repository of structured organic reaction records. describe an organic reaction: reactants, conditions, products, and yield Reactants: ClCCNC(=O)N(C1[C@H](O)[C@@H](O)[C@@H](O)[C@H](O1)CO)C(C)C (1-(2-chloroethyl)-3-isopropyl-3-D-galactopyranosylurea), N(=O)[O-].[Na+] (sodium nitrite). The solvent is C(=O)O (formic acid). Reaction conditions: time 1 hour. Product: ClCCN(C(=O)N(C1[C@H](O)[C@@H](O)[C@@H](O)[C@H](O1)CO)C(C)C)N=O (1-(2-chloroethyl)-1-nitroso-3-isopropyl-3-D-galactopyranosylurea). Yield: 27.6%. RXN SMILES: [Cl:1][CH2:2][CH2:3][NH:4][C:5]([N:7]([CH:19]([CH3:21])[CH3:20])[CH:8]1[O:16][C@H:15]([CH2:17][OH:18])[C@H:13]([OH:14])[C@H:11]([OH:12])[C@H:9]1[OH:10])=[O:6].[N:22]([O-])=[O:23].[Na+]>C(O)=O>[Cl:1][CH2:2][CH2:3][N:4]([N:22]=[O:23])[C:5]([N:7]([CH:19]([CH3:21])[CH3:20])[CH:8]1[O:16][C@H:15]([CH2:17][OH:18])[C@H:13]([OH:14])[C@H:11]([OH:12])[C@H:9]1[OH:10])=[O:6] |f:1.2|. Reported procedure: 6.0 g of 1-(2-chloroethyl)-3-isopropyl-3-D-galactopyranosylurea are dissolved in 20 ml of formic acid, and 4.2 g of sodium nitrite are added gradually thereto at 0° to 5° C. for one hour under stirring. The mixture is further stirred at the same temperature for one hour. After the reaction, the mixture is treated in the same manner as described in Example 5-(2). 1.8 g of 1-(2-chloroethyl)-1-nitroso-3-isopropyl-3-D-galactopyranosylurea are thereby obtained as pale yellow caramel. Starting materials: ClC1=C(C(=O)NC(C(=O)OC)CC=2C=C3C=CC(=NC3=CC2)C2=C(C=CC=C2Cl)Cl)C(=CC=C1)Cl (methyl 2-[(2,6-dichlorobenzoyl)amino]-3-[2-(2,6-dichlorophenyl)-6-quinolinyl]propanoate), OS(=O)(=O)[O-].[K+] (KHSO4). The solvent is CC#N.O.[OH-].[Na+] (CH3CN H2O NaOH). The product is ClC1=C(C(=O)NC(C(=O)O)CC=2C=C3C=CC(=NC3=CC2)C2=C(C=CC=C2Cl)Cl)C(=CC=C1)Cl (2-[(2,6-dichlorobenzoyl)amino]-3-[2-(2,6-dichlorophenyl)-6-quinolinyl]propanoic acid). RXN SMILES: [Cl:1][C:2]1[CH:34]=[CH:33][CH:32]=[C:31]([Cl:35])[C:3]=1[C:4]([NH:6][CH:7]([CH2:12][C:13]1[CH:14]=[C:15]2[C:20](=[CH:21][CH:22]=1)[N:19]=[C:18]([C:23]1[C:28]([Cl:29])=[CH:27][CH:26]=[CH:25][C:24]=1[Cl:30])[CH:17]=[CH:16]2)[C:8]([O:10]C)=[O:9])=[O:5].OS([O-])(=O)=O.[K+]>CC#N.O.[OH-].[Na+]>[Cl:1][C:2]1[CH:34]=[CH:33][CH:32]=[C:31]([Cl:35])[C:3]=1[C:4]([NH:6][CH:7]([CH2:12][C:13]1[CH:14]=[C:15]2[C:20](=[CH:21][CH:22]=1)[N:19]=[C:18]([C:23]1[C:28]([Cl:29])=[CH:27][CH:26]=[CH:25][C:24]=1[Cl:30])[CH:17]=[CH:16]2)[C:8]([OH:10])=[O:9])=[O:5] |f:1.2,3.4.5.6|. Reported procedure: Methyl 2-[(2,6-dichlorobenzoyl)amino]-3-[2-(2,6-dichlorophenyl)-6-quinolinyl]propanoate 35 (0.2 g) is solubilized in CH3CN/H2O/NaOH 0.1N (4 ml/0.22 ml/3.65 ml). After 1 night at room temperature, 10% KHSO4 (9 ml) is added and CH3CN is evaporated. The resulting aqueous phase is extracted two times with AcOEt (2×12 ml). The organic phase is washed with brine, dried over MgSO4 and evaporated under vacuum. The residue is purified by silica gel chromatography using CH2Cl2/CH3OH/NH4OH cc (90/10/1) as ... The reactants are CCCC1(O)CCNC1C, N#Cc1ccc(F)cc1F, [Li+], [Li+], O=C([O-])[O-]. Product: CCCC1(O)CCN(c2ccc(C#N)c(F)c2)C1C. RXN SMILES: [CH3:1][CH:2]1[NH:3][CH2:4][CH2:5][C:6]1([OH:7])[CH2:8][CH2:9][CH3:10].[F:11][c:12]1[c:13]([C:14]#[N:15])[cH:16][cH:17][c:18]([F:20])[cH:19]1.[Li+:21].[Li+:22].[O-:23][C:24](=[O:25])[O-:26]>>[CH3:1][CH:2]1[N:3]([c:18]2[cH:17][cH:16][c:13]([C:14]#[N:15])[c:12]([F:11])[cH:19]2)[CH2:4][CH2:5][C:6]1([OH:7])[CH2:8][CH2:9][CH3:10]. Reactants: BrC1=CC=C2C(N3C(=NC2=C1)CCC(CC3)C)=O (3-bromo-8-methyl-7,8,9,10-tetrahydroazepino[2,1-b]quinazolin-12(6H)-one), C=CC1=CC=CC=C1 (styrene), C(=O)([O-])[O-].[Cs+].[Cs+] (Cs2CO3), C1=CC=C(C=C1)P(C2=CC=CC=C2)C3=CC=CC=C3 (PPh3), CN(C)C=O (DMF). Reagents/catalysts: [N+](CCCC)(CCCC)(CCCC)CCCC.[Br-] (Bu4NBr), CC(=O)[O-].CC(=O)[O-].[Pd+2] (Pd(OAc)2). The solvent is O (H2O). Yields the product CC1CCC2=NC3=CC(=CC=C3C(N2CC1)=O)\C=C\C1=NC=CC=C1 ((E)-8-methyl-3-(2-(pyridin-2-yl)vinyl)-7,8,9,10-tetrahydroazepino[2,1-b]quinazolin-12(6H)-one). As a reaction SMILES: Br[C:2]1[CH:11]=[C:10]2[C:5]([C:6](=[O:18])[N:7]3[CH2:16][CH2:15][CH:14]([CH3:17])[CH2:13][CH2:12][C:8]3=[N:9]2)=[CH:4][CH:3]=1.[CH2:19]=[CH:20][C:21]1C=[CH:25][CH:24]=[CH:23][CH:22]=1.C([O-])([O-])=O.[Cs+].[Cs+].C1C=CC(P(C2C=CC=CC=2)C2C=CC=CC=2)=CC=1.C[N:53](C=O)C>[N+](CCCC)(CCCC)(CCCC)CCCC.[Br-].O.CC([O-])=O.CC([O-])=O.[Pd+2]>[CH3:17][CH:14]1[CH2:15][CH2:16][N:7]2[C:8](=[N:9][C:10]3[C:5]([C:6]2=[O:18])=[CH:4][CH:3]=[C:2](/[CH:19]=[CH:20]/[C:21]2[CH:22]=[CH:23][CH:24]=[CH:25][N:53]=2)[CH:11]=3)[CH2:12][CH2:13]1 |f:2.3.4,7.8,10.11.12|. Procedure details: A solution of 3-bromo-8-methyl-7,8,9,10-tetrahydroazepino[2,1-b]quinazolin-12(6H)-one (100 mg, 0.42 mmol), styrene (100 mg, 0.33 mmol), Cs2CO3 (128 mg, 0.396 mmol), Bu4NBr (106 mg, 0.33 mmol), PPh3 (43.2 mg, 0.165 mmol) and Pd(OAc)2 (7.4 mg, 0.033 mmol) in DMF (10 mL) was stirred at 140° C. in a sealed tube for 8 hours. After it was cooled to room temperature, the mixture was diluted with H2O and extracted with EtOAc. The combined organic layers were washed with brine and dried over Na2SO4. Then... Product: C(C1=CC=CC=C1)OC(NCC1CC(CCC1)N1C(C=2C(C3=C(C=NC=C13)Cl)=NOC2C)=O)=O ([3-(9-Chloro-3-methyl-4-oxo-5H-2-oxa-1,5,7-triaza-cyclopenta[a]naphthalen-5-yl)cyclohexylmethyl]-carbamic acid benzyl ester). Isolated yield 57.2%. Conditions: time 20 minute. Starting materials: C(C1=CC=CC=C1)OC(NCC1CC(CCC1)NC(=O)C=1C(=NOC1C)C1=C(C=NC=C1Cl)Cl)=O ((3-{[3-(3,5-dichloro-pyridin-4-yl)-5-methyl-isoxazole-4-carbonyl]amino}-cyclohexylmethyl)-carbamic acid benzyl ester), C[Si](C)(C)[N-][Si](C)(C)C.[K+] (potassium bis(trimethylsilyl)amide). Reaction SMILES: [CH2:1]([O:8][C:9](=[O:35])[NH:10][CH2:11][CH:12]1[CH2:17][CH2:16][CH2:15][CH:14]([NH:18][C:19]([C:21]2[C:22]([C:27]3[C:32](Cl)=[CH:31][N:30]=[CH:29][C:28]=3[Cl:34])=[N:23][O:24][C:25]=2[CH3:26])=[O:20])[CH2:13]1)[C:2]1[CH:7]=[CH:6][CH:5]=[CH:4][CH:3]=1.C[Si]([N-][Si](C)(C)C)(C)C.[K+]>CN(C)C=O>[CH2:1]([O:8][C:9](=[O:35])[NH:10][CH2:11][CH:12]1[CH2:17][CH2:16][CH2:15][CH:14]([N:18]2[C:32]3[C:27](=[C:28]([Cl:34])[CH:29]=[N:30][CH:31]=3)[C:22]3=[N:23][O:24][C:25]([CH3:26])=[C:21]3[C:19]2=[O:20])[CH2:13]1)[C:2]1[CH:3]=[CH:4][CH:5]=[CH:6][CH:7]=1 |f:1.2|. The solvent is CN(C=O)C (N,N-dimethylformamide). Procedure details: Dissolve (3-{[3-(3,5-dichloro-pyridin-4-yl)-5-methyl-isoxazole-4-carbonyl]amino}-cyclohexylmethyl)-carbamic acid benzyl ester (0.60 g, 0.0012 mol) in N,N-dimethylformamide (5 mL) at ambient temperature under a nitrogen atmosphere. Add a solution of potassium bis(trimethylsilyl)amide (0.5 M in toluene, 2.32 mL, 0.0012 mol) and stir for 20 min. at ambient temperature. Quench the dark mixture with water and follow by the adding solid sodium chloride. Extract with ethyl acetate and dry over sodium s...